From a dataset of the Open Reaction Database (ORD), a public repository of structured organic reaction records. describe an organic reaction: reactants, conditions, products, and yield Starting materials: CC=CC(=O)O, C1CCOC1, CN1CCOCC1, CC(C)COC(=O)Cl, N#Cc1cnc2ccc(N)cc2c1Nc1cccc(Br)c1. Product: CC=CC(=O)Nc1ccc2ncc(C#N)c(Nc3cccc(Br)c3)c2c1. As a reaction SMILES: [C:1]([CH:2]=[CH:3][CH3:4])(=[O:5])[OH:6].[CH2:43]1[O:44][CH2:45][CH2:46][CH2:47]1.[CH3:15][N:16]1[CH2:17][CH2:18][O:19][CH2:20][CH2:21]1.[Cl:7][C:8]([O:9][CH2:10][CH:11]([CH3:12])[CH3:13])=[O:14].[NH2:22][c:23]1[cH:24][c:25]2[c:26]([NH:35][c:36]3[cH:37][c:38]([Br:42])[cH:39][cH:40][cH:41]3)[c:27]([C:33]#[N:34])[cH:28][n:29][c:30]2[cH:31][cH:32]1>>[C:1]([CH:2]=[CH:3][CH3:4])(=[O:6])[NH:22][c:23]1[cH:24][c:25]2[c:26]([NH:35][c:36]3[cH:37][c:38]([Br:42])[cH:39][cH:40][cH:41]3)[c:27]([C:33]#[N:34])[cH:28][n:29][c:30]2[cH:31][cH:32]1.